From a dataset of the Open Reaction Database (ORD), a public repository of structured organic reaction records. describe an organic reaction: reactants, conditions, products, and yield Reactants: C1(=CC=CC=C1)C1=C(CO)C=CC=C1 (ortho-phenylbenzyl alcohol), C1(=CC=CC=C1)C1=CC=C(CO)C=C1 (para-phenylbenzyl alcohol). Yields the product C(C=C)(=O)OCC1=CC=C(C=C1)C1=CC=CC=C1 (para-phenylbenzyl acrylate). Reaction SMILES: C1([C:7]2C=CC=C[C:8]=2[CH2:9][OH:10])C=CC=CC=1.[C:15]1([C:21]2[CH:28]=[CH:27][C:24]([CH2:25][OH:26])=[CH:23][CH:22]=2)[CH:20]=[CH:19][CH:18]=[CH:17][CH:16]=1>>[C:9]([O:26][CH2:25][C:24]1[CH:23]=[CH:22][C:21]([C:15]2[CH:16]=[CH:17][CH:18]=[CH:19][CH:20]=2)=[CH:28][CH:27]=1)(=[O:10])[CH:8]=[CH2:7]. Procedure: The same process as in Synthetic Example 1 was conducted except that the ortho-phenylbenzyl alcohol in Synthetic Example 1 was changed to para-phenylbenzyl alcohol. Consequently, 22.4 g of para-phenylbenzyl acrylate was obtained. The obtained para-phenylbenzyl acrylate was solid at ordinary temperature and had a melting point of 32° C. and a refractive index of 1.5920 at 40° C. The measurement result of 1H-NMR is shown below. Reactants: BrC=1C(C(=CN(C1C)[C@@H](C)CC)C(=O)O)=O ((S)-5-Bromo-1-sec-butyl-6-methyl-4-oxo-1,4-dihydro-pyridine-3-carboxylic acid), Cl.CS(=O)(=O)C1=CC=C(CN)C=C1 (4-methylsulfonylbenzylamine hydrochloride), CC1=NN=C(O1)CN (C-(5-methyl-[1,3,4]oxadiazol-2-yl)-methylamine), BrC=1C(C(=CN(C1C)C(C)C)C(=O)O)=O (5-Bromo-1-isopropyl-6-methyl-4-oxo-1,4-dihydro-pyridine-3-carboxylic acid), BrBr (bromine). Yields the product CC1=NN=C(O1)CNC(=O)C1=CN(C(=C(C1=O)Br)C)[C@@H](C)CC ((S)-5-Bromo-1-sec-butyl-6-methyl-4-oxo-1,4-dihydro-pyridine-3-carboxylic acid (5-methyl-[1,3,4]oxadiazol-2-ylmethyl)-amide). RXN SMILES: BrC1C(=O)C(C(O)=O)=CN(C(C)C)C=1C.[Br:16][C:17]1[C:18](=[O:31])[C:19]([C:28]([OH:30])=O)=[CH:20][N:21]([C@H:24]([CH2:26][CH3:27])[CH3:25])[C:22]=1[CH3:23].Cl.CS(C1C=CC(CN)=CC=1)(=O)=O.[CH3:45][C:46]1[O:50][C:49]([CH2:51][NH2:52])=[N:48][N:47]=1.BrBr>>[CH3:45][C:46]1[O:50][C:49]([CH2:51][NH:52][C:28]([C:19]2[C:18](=[O:31])[C:17]([Br:16])=[C:22]([CH3:23])[N:21]([C@H:24]([CH2:26][CH3:27])[CH3:25])[CH:20]=2)=[O:30])=[N:48][N:47]=1 |f:2.3|. Reported procedure: Preparation 26 is prepared following the procedure for preparation 5, substituting preparation 3c with preparation 12b and 4-methylsulfonylbenzylamine hydrochloride with C-(5-methyl-[1,3,4]oxadiazol-2-yl)-methylamine. ESI mass spectrum: [M+H]+=383 (bromine isotope pattern); Retention time HPLC: 0.83 min (Z018_S04). The reactants are Cl.C(C)(=O)OCC (hydrochloric acid ethyl acetate), O=C1OCC2(C1)CCN(CC2)C(=O)OC(C)(C)C (tert-butyl 3-oxo-2-oxa-8-azaspiro[4.5]decane-8-carboxylate), C(C)(=O)OCC (ethyl acetate). Run in CO (methanol). Conditions: time 1 hour. Yields the product Cl.O=C1OCC2(C1)CCNCC2 (3-oxo-2-oxa-8-azaspiro[4.5]decane hydrochloride). As a reaction SMILES: [O:1]=[C:2]1[CH2:6][C:5]2([CH2:11][CH2:10][N:9](C(OC(C)(C)C)=O)[CH2:8][CH2:7]2)[CH2:4][O:3]1.[ClH:19].C(OCC)(=O)C.C(OCC)(=O)C>CO>[ClH:19].[O:1]=[C:2]1[CH2:6][C:5]2([CH2:11][CH2:10][NH:9][CH2:8][CH2:7]2)[CH2:4][O:3]1 |f:1.2,5.6|. Procedure: 1.16 g of tert-butyl 3-oxo-2-oxa-8-azaspiro[4.5]decane-8-carboxylate was dissolved in 2.3 ml methanol, 4.6 ml of 4 N hydrochloric acid/ethyl acetate was added thereto, and the mixture was stirred at room temperature for 1 hr. 5 ml ethyl acetate was added thereto, and the resulting crystals were collected by filtration to give 700 mg of 3-oxo-2-oxa-8-azaspiro[4.5]decane hydrochloride.